Dataset: the Open Reaction Database (ORD), a public repository of structured organic reaction records. Task: describe an organic reaction: reactants, conditions, products, and yield The reactants are CC(Nc1nc(S(C)(=O)=O)nc(Cl)c1-c1c(F)cc(F)cc1F)C(F)(F)F, NN, O. Yields the product CC(Nc1nc(NN)nc(Cl)c1-c1c(F)cc(F)cc1F)C(F)(F)F. RXN SMILES: [Cl:1][c:2]1[c:3](-[c:19]2[c:20]([F:27])[cH:21][c:22]([F:26])[cH:23][c:24]2[F:25])[c:4]([NH:12][CH:13]([CH3:14])[C:15]([F:16])([F:17])[F:18])[n:5][c:6]([S:8]([CH3:9])(=[O:10])=[O:11])[n:7]1.[NH2:29][NH2:30].[OH2:28]>>[Cl:1][c:2]1[c:3](-[c:19]2[c:20]([F:27])[cH:21][c:22]([F:26])[cH:23][c:24]2[F:25])[c:4]([NH:12][CH:13]([CH3:14])[C:15]([F:16])([F:17])[F:18])[n:5][c:6]([NH:29][NH2:30])[n:7]1. The product is CC(C)c1ccc2nc(C(F)(F)F)c(C(=O)Nc3nccs3)c(O)c2c1. RXN SMILES: [CH:29]([OH:30])([CH3:31])[CH3:32].[Cl-:1].[F:2][C:3]([c:4]1[n:5][c:6]2[cH:7][cH:8][c:9]([CH:18]([CH3:19])[CH3:20])[cH:10][c:11]2[c:12]([OH:17])[c:13]1[C:14](=[O:15])[OH:16])([F:21])[F:22].[NH2:23][c:24]1[s:25][cH:26][cH:27][n:28]1>>[F:2][C:3]([c:4]1[n:5][c:6]2[cH:7][cH:8][c:9]([CH:18]([CH3:19])[CH3:20])[cH:10][c:11]2[c:12]([OH:17])[c:13]1[C:14](=[O:16])[NH:23][c:24]1[s:25][cH:26][cH:27][n:28]1)([F:21])[F:22]. Reactants: CC(C)O, [Cl-], CC(C)c1ccc2nc(C(F)(F)F)c(C(=O)O)c(O)c2c1, Nc1nccs1. Starting materials: ClC1=CC=C(C#N)C=C1 (4-chlorobenzonitrile), C1(=CC=CC=C1)B(O)O (phenylboronic acid), [F-].[Cs+] (CsF). The reagents and catalysts are CC(=O)[O-].CC(=O)[O-].[Pd+2] (Pd(OAc)2), C1(=CC=CC=C1)P(C=1[C-](C=CC1)N(C)C)C1=CC=CC=C1.[CH-]1C=CC=C1.[Fe+2] (2-Diphenylphosphino-dimethylaminoferrocene). Run in O1CCOCC1 (1,4-dioxane). The product is C(#N)C1=CC=C(C=C1)C1=CC=CC=C1 (4-Cyanobiphenyl). Yield: 92.6%. RXN SMILES: Cl[C:2]1[CH:9]=[CH:8][C:5]([C:6]#[N:7])=[CH:4][CH:3]=1.[C:10]1(B(O)O)[CH:15]=[CH:14][CH:13]=[CH:12][CH:11]=1.[F-].[Cs+]>O1CCOCC1.CC([O-])=O.CC([O-])=O.[Pd+2].C1(P(C2C=CC=CC=2)C2[C-](N(C)C)C=CC=2)C=CC=CC=1.[CH-]1C=CC=C1.[Fe+2]>[C:6]([C:5]1[CH:8]=[CH:9][C:2]([C:10]2[CH:15]=[CH:14][CH:13]=[CH:12][CH:11]=2)=[CH:3][CH:4]=1)#[N:7] |f:2.3,5.6.7,8.9.10|. Procedure details: According to General Procedure A, a mixture 4-chlorobenzonitrile (69 mg, 0.50 mmol), phenylboronic acid (91 mg, 0.75 mmol), CsF (228 mg, 1.50 mmol), Pd(OAc)2 (2 mg, 0.01 mmol) and 12f (8 mg, 0.02 mmol) in 1,4-dioxane (2.5 mL) was heated to reflux, cooled and filtered. Evaporation of the solvent under reduced pressure and column chromatography of the pre-adsorbed crude material (5% Et2O in hexanes, silica gel) gave 51c (83 mg, 92%) as a colorless solid. 1H NMR (300 MHz, CDCl3) δ 7.69 (q, 4H, J=6 ... Starting materials: CSCC(SC(=O)c1ccccc1)C(=O)N1CCCC1C(=O)O, CSCC(CSC(C)=O)C(=O)N1CCCC1C(=O)O. Reaction SMILES: [C:1](=[O:2])([c:3]1[cH:4][cH:5][cH:6][cH:7][cH:8]1)[S:9][CH:10]([C:11](=[O:12])[N:13]1[CH:14]([C:15](=[O:16])[OH:17])[CH2:18][CH2:19][CH2:20]1)[CH2:21][S:22][CH3:23].[C:24]([S:25][CH2:26][CH:27]([CH2:28][S:29][CH3:30])[C:31]([N:32]1[CH2:33][CH2:34][CH2:35][CH:36]1[C:37]([OH:38])=[O:39])=[O:40])(=[O:41])[CH3:42]>>[SH:9][CH:10]([C:11](=[O:12])[N:13]1[CH:14]([C:15](=[O:16])[OH:17])[CH2:18][CH2:19][CH2:20]1)[CH2:21][S:22][CH3:23]. The product is CSCC(S)C(=O)N1CCCC1C(=O)O. The reactants are CC1=NC=CC(=C1)C1=CC=C(C=C1)CC(=O)OCC (ethyl 2-(4-(2-methylpyridin-4-yl)phenyl)acetate), [Li+].[OH-] (LiOH), Cl (HCl). Solvent: C1CCOC1 (THF), CO (methanol), O (H2O). Reaction conditions: temperature 60 celsius, time 1 hour. Yields the product CC1=NC=CC(=C1)C1=CC=C(C=C1)CC(=O)O (2-(4-(2-methylpyridin-4-yl)phenyl)acetic acid). Reaction SMILES: [CH3:1][C:2]1[CH:7]=[C:6]([C:8]2[CH:13]=[CH:12][C:11]([CH2:14][C:15]([O:17]CC)=[O:16])=[CH:10][CH:9]=2)[CH:5]=[CH:4][N:3]=1.[Li+].[OH-].Cl>C1COCC1.CO.O>[CH3:1][C:2]1[CH:7]=[C:6]([C:8]2[CH:13]=[CH:12][C:11]([CH2:14][C:15]([OH:17])=[O:16])=[CH:10][CH:9]=2)[CH:5]=[CH:4][N:3]=1 |f:1.2|. Procedure details: A mixture of ethyl 2-(4-(2-methylpyridin-4-yl)phenyl)acetate 26-2 (1.81 g, 7.1 mmol), LiOH (0.17 g, 7.1 mmol) in THF (30 mL), methanol (10 mL) and H2O (10 mL) was stirred at 60° C. for 1 hour. After cooled down to 0° C., the mixture was neutralized with 1 N HCl at 0° C. and then taken to dryness by rotary evaporation to yield 2-(4-(2-methylpyridin-4-yl)phenyl)acetic acid 26-3. The product was used for next step without further purification. MS m/z 228.1 (M+1). Reactants: [OH-].[Na+] (sodium hydroxide), O.[OH-].[Li+] (Lithium hydroxide monohydrate), COC(=O)C1=NC=C(N=C1N)N (3,5-diamino-pyrazine-2-carboxylic acid methyl ester), O1CCCC1 (tetrahydrofuran). Solvent: O (water), CO (methanol). Reaction conditions: time 17 hour. Product: NC=1C(=NC=C(N1)N)C(=O)O (3.5-Diamino-pyrazine-2-carboxylic Acid). Yield: 36.4%. As a reaction SMILES: O.[OH-].[Li+].C[O:5][C:6]([C:8]1[C:13]([NH2:14])=[N:12][C:11]([NH2:15])=[CH:10][N:9]=1)=[O:7].O1CCCC1.[OH-].[Na+]>O.CO>[NH2:14][C:13]1[C:8]([C:6]([OH:7])=[O:5])=[N:9][CH:10]=[C:11]([NH2:15])[N:12]=1 |f:0.1.2,5.6|. Procedure: Lithium hydroxide monohydrate (2.50 g, 59.5 mmol) was added to 3,5-diamino-pyrazine-2-carboxylic acid methyl ester (10.0 g, 59.5 mmol) described in Preparation Example AA-1 in a mixture solvent of tetrahydrofuran (100 mL), methanol (10 mL) and water (10 mL) at room temperature. The solution was stirred at room temperature for 17 hours, then, an aqueous solution of 5N sodium hydroxide (15 mL) was added thereto, followed by further stirring for 4.5 hours under reflux. The reaction solution was coo... The reactants are Cl (hydrochloric acid), Cl (hydrogen chloride), crystal, Cl (hydrochloric acid), O.C(C)O (water ethanol), O.C(C)O (water ethanol), Cl (hydrogen chloride), O (water), NC=1C=2C=3C(C=C(C3CSN1)CC(=O)NC)=NN(N2)CC2=NC=C(C(=C2Cl)OC)C (2-{4-amino-2-[(3-chloro-4-methoxy-5-methylpyridin-2-yl)methyl]-2,7-dihydro-6-thia-1,2,3,5-tetraazabenzo[cd]azulen-8-yl}-N-methylacetamide). Solvent: C(C)O (ethanol), C(C)O (Ethanol). Conditions: temperature 25 celsius. Yields the product Cl.NC=1C=2C=3C(C=C(C3CSN1)CC(=O)NC)=NN(N2)CC2=NC=C(C(=C2Cl)OC)C (2-{4-Amino-2-[(3-chloro-4-methoxy-5-methylpyridin-2-yl)methyl]-2,7-dihydro-6-thia-1,2,3,5-tetraazabenzo[cd]azulen-8-yl}-N-methylacetamide monohydrochloride). Isolated yield 186.2%. Reaction SMILES: O.[NH2:2][C:3]1[C:4]2[C:5]3[C:6](=[N:18][N:19]([CH2:21][C:22]4[C:27]([Cl:28])=[C:26]([O:29][CH3:30])[C:25]([CH3:31])=[CH:24][N:23]=4)[N:20]=2)[CH:7]=[C:8]([CH2:13][C:14]([NH:16][CH3:17])=[O:15])[C:9]=3[CH2:10][S:11][N:12]=1.O.C(O)C.Cl>C(O)C>[ClH:28].[NH2:2][C:3]1[C:4]2[C:5]3[C:6](=[N:18][N:19]([CH2:21][C:22]4[C:27]([Cl:28])=[C:26]([O:29][CH3:30])[C:25]([CH3:31])=[CH:24][N:23]=4)[N:20]=2)[CH:7]=[C:8]([CH2:13][C:14]([NH:16][CH3:17])=[O:15])[C:9]=3[CH2:10][S:11][N:12]=1 |f:2.3,6.7|. Procedure: Ethanol (100.5 ml) and water (3.975 ml) were added to 2-{4-amino-2-[(3-chloro-4-methoxy-5-methylpyridin-2-yl)methyl]-2,7-dihydro-6-thia-1,2,3,5-tetraazabenzo[cd]azulen-8-yl}-N-methylacetamide (3.00 g, 6.40 mmol), and the resulting mixture was then stirred at 25° C. Thereafter, a water-ethanol solution (3.28 ml, 1.92 mmol) of 0.585 M hydrogen chloride that had been prepared by diluting concentrated hydrochloric acid (1.0 ml) with ethanol (19.0 ml) was added to the reaction mixture. A seed crystal...